This data is from the Open Reaction Database (ORD), a public repository of structured organic reaction records. The task is: describe an organic reaction: reactants, conditions, products, and yield Reactants: NC1=NC(=NS1)C(C(=O)NC1[C@@H]2N(C(=C(CS2)C=CCI)C(=O)OC(C2=CC=CC=C2)C2=CC=CC=C2)C1=O)=NOC (diphenylmethyl 7-[2-(5-amino-1,2,4-thiadiazol-3-yl)-2-methoxyiminoacetamido]-3-(3-iodo-1-propen-1-yl)-3-cephem-4-carboxylate), C(C)(C)(C)OC(=O)NCC=1C=NC=CC1 (3-(t-butyloxycarbonylaminomethyl)pyridine), C(C)(=O)OCC (ethyl acetate). The solvent is CS(=O)C (DMSO). Run at time 30 minute. Product: NC1=NC(=NS1)C(C(=O)NC1[C@@H]2N(C(=C(CS2)C=CC[N+]2=CC(=CC=C2)CN)C(=O)[O-])C1=O)=NOC (7-[2-(5-Amino-1,2,4-thiadiazol-3-yl)-2-methoxyiminoacetamido]-3-[3-(3-aminomethylpyridinio)-1-propen-1-yl]-3-cephem-4-carboxylate). Isolated yield 1.9%. As a reaction SMILES: [NH2:1][C:2]1[S:6][N:5]=[C:4]([C:7](=[N:40][O:41][CH3:42])[C:8]([NH:10][CH:11]2[C:38](=[O:39])[N:13]3[C:14]([C:22]([O:24]C(C4C=CC=CC=4)C4C=CC=CC=4)=[O:23])=[C:15]([CH:18]=[CH:19][CH2:20]I)[CH2:16][S:17][C@H:12]23)=[O:9])[N:3]=1.C(OC([NH:50][CH2:51][C:52]1[CH:53]=[N:54][CH:55]=[CH:56][CH:57]=1)=O)(C)(C)C.C(OCC)(=O)C>CS(C)=O>[NH2:1][C:2]1[S:6][N:5]=[C:4]([C:7](=[N:40][O:41][CH3:42])[C:8]([NH:10][CH:11]2[C:38](=[O:39])[N:13]3[C:14]([C:22]([O-:24])=[O:23])=[C:15]([CH:18]=[CH:19][CH2:20][N+:54]4[CH:55]=[CH:56][CH:57]=[C:52]([CH2:51][NH2:50])[CH:53]=4)[CH2:16][S:17][C@H:12]23)=[O:9])[N:3]=1. Reported procedure: A mixture of diphenylmethyl 7-[2-(5-amino-1,2,4-thiadiazol-3-yl)-2-methoxyiminoacetamido]-3-(3-iodo-1-propen-1-yl)-3-cephem-4-carboxylate (IX-1) (E, 716 mg, 1 mmole) and 3-(t-butyloxycarbonylaminomethyl)pyridine (516 mg, 2 mmoles) in DMSO (2 ml) was stirred at ambient temperature for 30 minutes. The mixture was poured into ethyl acetate (200 ml), and the precipitate was collected by filtration, washed well with ethyl acetate and dried. A mixture of the quaternized salt (500 mg), sodium bisulfite... Starting materials: CC(=O)Cl, COc1ccc(COc2c[nH]c(CO)cc2=O)cc1, c1ccncc1. Product: COc1ccc(COc2c[nH]c(COC(C)=O)cc2=O)cc1. As a reaction SMILES: [CH3:20][C:21]([Cl:22])=[O:23].[OH:1][CH2:2][c:3]1[nH:4][cH:5][c:6]([O:10][CH2:11][c:12]2[cH:13][cH:14][c:15]([O:18][CH3:19])[cH:16][cH:17]2)[c:7](=[O:9])[cH:8]1.[cH:24]1[cH:25][cH:26][n:27][cH:28][cH:29]1>>[O:1]([CH2:2][c:3]1[nH:4][cH:5][c:6]([O:10][CH2:11][c:12]2[cH:13][cH:14][c:15]([O:18][CH3:19])[cH:16][cH:17]2)[c:7](=[O:9])[cH:8]1)[C:21]([CH3:20])=[O:23]. Starting materials: BrCC(=O)N (2-bromoacetamide), [H-].[Na+] (NaH), N1C=CC=2C(=CC=CC12)C#N (1H-indole-4-carbonitrile), O (water). Yield: 92.9%. RXN SMILES: [H-].[Na+].[NH:3]1[C:11]2[CH:10]=[CH:9][CH:8]=[C:7]([C:12]#[N:13])[C:6]=2[CH:5]=[CH:4]1.Br[CH2:15][C:16]([NH2:18])=[O:17].O>CN(C=O)C>[C:12]([C:7]1[CH:8]=[CH:9][CH:10]=[C:11]2[C:6]=1[CH:5]=[CH:4][N:3]2[CH2:15][C:16]([NH2:18])=[O:17])#[N:13] |f:0.1|. Product: C(#N)C1=C2C=CN(C2=CC=C1)CC(=O)N (2-(4-cyano-1H-indol-1-yl)acetamide). Reaction conditions: temperature 0 celsius, time 30 minute. Run in CN(C)C=O (DMF), CN(C)C=O (DMF), CN(C)C=O (DMF). Procedure details: To a solution of 60% NaH (12.38 g) in DMF (480 ml) was added a solution of 1H-indole-4-carbonitrile (40.0 g) in DMF (80 ml) at 0° C. After stirring at 0° C. for 30 min, it was stirred at room temperature for 0.5 hour. Thereafter, a solution of 2-bromoacetamide (40.76 g) in DMF (80 ml) was added dropwise thereto at 0° C. The solution was warmed from 0° C. to room temperature, and stirred for 12 hours. To the reaction solution was added water (1200 ml), and the precipitated white solid was collect... Reaction SMILES: [C:42]([CH2:43][CH3:44])(=[O:45])[Cl:46].[CH:33]([N:34]([CH2:35][CH3:36])[CH:37]([CH3:38])[CH3:39])([CH3:40])[CH3:41].[NH2:1][c:2]1[n:3][cH:4][cH:5][c:6](-[c:8]2[c:9](-[c:13]3[cH:14][c:15]([NH:19][C:20](=[O:21])[NH:22][c:23]4[cH:24][cH:25][c:26]([C:29]([F:30])([F:31])[F:32])[cH:27][cH:28]4)[cH:16][cH:17][cH:18]3)[n:10][nH:11][cH:12]2)[cH:7]1.[O:47]1[CH2:48][CH2:49][CH2:50][CH2:51]1>>[NH:1]([c:2]1[n:3][cH:4][cH:5][c:6](-[c:8]2[c:9](-[c:13]3[cH:14][c:15]([NH:19][C:20](=[O:21])[NH:22][c:23]4[cH:24][cH:25][c:26]([C:29]([F:30])([F:31])[F:32])[cH:27][cH:28]4)[cH:16][cH:17][cH:18]3)[n:10][nH:11][cH:12]2)[cH:7]1)[C:42]([CH2:43][CH3:44])=[O:45]. The reactants are CCC(=O)Cl, CCN(C(C)C)C(C)C, Nc1cc(-c2c[nH]nc2-c2cccc(NC(=O)Nc3ccc(C(F)(F)F)cc3)c2)ccn1, C1CCOC1. Yields the product CCC(=O)Nc1cc(-c2c[nH]nc2-c2cccc(NC(=O)Nc3ccc(C(F)(F)F)cc3)c2)ccn1. Reactants: [N+](=O)([O-])C=1C=CC2=C(C(=NCC=3N2C(=NN3)CBr)C3=C(C=CC=C3)Cl)C1 (8-nitro-1-(bromomethyl)-6-(o-chlorophenyl)-4H-s-triazolo[4,3-a][1,4]benzodiazepine), CNC (dimethylamine), [I-].[Na+] (sodium iodide). Product: CN(C)CC1=NN=C2N1C1=C(C(=NC2)C2=C(C=CC=C2)Cl)C=C(C=C1)[N+](=O)[O-] (1-[(dimethylamino)methyl]-8-nitro-6-(o-chlorophenyl)-4H-s-triazolo[4,3-a][1,4]benzodiazepine). Procedure details: In the manner given in Example 1, 8-nitro-1-(bromomethyl)-6-(o-chlorophenyl)-4H-s-triazolo[4,3-a][1,4]benzodiazepine was reacted with dimethylamine in the presence of sodium iodide to give 1-[(dimethylamino)methyl]-8-nitro-6-(o-chlorophenyl)-4H-s-triazolo[4,3-a][1,4]benzodiazepine. Reaction SMILES: [N+:1]([C:4]1[CH:5]=[CH:6][C:7]2[N:13]3[C:14]([CH2:17]Br)=[N:15][N:16]=[C:12]3[CH2:11][N:10]=[C:9]([C:19]3[CH:24]=[CH:23][CH:22]=[CH:21][C:20]=3[Cl:25])[C:8]=2[CH:26]=1)([O-:3])=[O:2].[CH3:27][NH:28][CH3:29].[I-].[Na+]>>[CH3:27][N:28]([CH2:17][C:14]1[N:13]2[C:7]3[CH:6]=[CH:5][C:4]([N+:1]([O-:3])=[O:2])=[CH:26][C:8]=3[C:9]([C:19]3[CH:24]=[CH:23][CH:22]=[CH:21][C:20]=3[Cl:25])=[N:10][CH2:11][C:12]2=[N:16][N:15]=1)[CH3:29] |f:2.3|.